Dataset: the Open Reaction Database (ORD), a public repository of structured organic reaction records. Task: describe an organic reaction: reactants, conditions, products, and yield RXN SMILES: C([O:3][C:4](=O)[CH2:5][C:6]1[CH:11]=[CH:10][C:9]([C:12]#[N:13])=[CH:8][C:7]=1[N+:14]([O-])=O)C>C(O)(=O)C.[Fe]>[C:12]([C:9]1[CH:8]=[C:7]2[C:6]([CH2:5][C:4](=[O:3])[NH:14]2)=[CH:11][CH:10]=1)#[N:13]. The yield is 85.5%. The solvent is C(C)(=O)O (acetic acid). The product is C(#N)C1=CC=C2CC(NC2=C1)=O (6-cyanooxindole). Conditions: temperature 100 celsius, time 2 hour. Reactants: C(C)OC(CC1=C(C=C(C=C1)C#N)[N+](=O)[O-])=O (ethyl(4-cyano-2-nitrophenyl)acetate), ice water. Procedure: Iron powder (11.5 g, 205.2 mmol) was added to a saturated solution of ethyl(4-cyano-2-nitrophenyl)acetate (12 g, 51.3 mmol) in hot glacial acetic acid and the reaction mixture was stirred at 100° C. for 2 hours. The mixture was allowed to cool and poured into stirred ice water (1000 ml). The aqueous mixture was extracted with ethyl acetate, the extracts were combined, dried (MgSO4) and the solvent removed by evaporation. The solid residue was recrystallised from ethyl acetate to give 6-cyanooxin... The reagents and catalysts are [Fe] (Iron). Reactants: C(C)(=O)OCC(C=O)C (3-acetoxy-2-methylpropionaldehyde), C(C)(=O)OCCCC=O (4-acetoxybutyraldehyde). Solvent: CO (methanol). Product: C(C)(=O)OCC(CO)C (3-acetoxy-2-methylpropan-1-ol). The yield is 99.0%. As a reaction SMILES: [C:1]([O:4][CH2:5][CH:6]([CH3:9])[CH:7]=[O:8])(=[O:3])[CH3:2].C(OCCCC=O)(=O)C>CO>[C:1]([O:4][CH2:5][CH:6]([CH3:9])[CH2:7][OH:8])(=[O:3])[CH3:2]. Reported procedure: The procedure in Example 4 was followed except that 3-acetoxy-2-methylpropionaldehyde was hydrogenated in place of 4-acetoxybutyraldehyde, in the presence of 5% by weight of methanol. After a hydrogenation time of 30 minutes and after working up as described in Example 4, pure 3-acetoxy-2-methylpropan-1-ol was obtained in 99% yield. Reactants: CC(=O)C.CCCCCCC (acetone heptane), CO.O (methanol water), C(C)(=O)OCC (ethyl acetate), O1CCCC1 (tetrahydrofuran). Solvent: CC(=O)C (acetone), C(C)(C)(C)OC (methyl tert-butyl ether), O1CCOCC1 (dioxane), C(C)#N (acetonitrile), C(C)O (ethanol), CO (methanol), [N+](=O)([O-])C (nitromethane), C(C)C(=O)C (methyl ethyl ketone), C(C(C)C)C(=O)C (methyl isobutyl ketone). Product: C(C)(=O)OC(C)C (isopropyl acetate), C1(=CC=CC=C1)OC (anisole), heptanes. Reaction SMILES: CO.O.[CH3:4][C:5]([CH3:7])=[O:6].C[CH2:9][CH2:10][CH2:11][CH2:12][CH2:13][CH3:14].[C:15](OCC)(=[O:17])[CH3:16].[O:21]1CCC[CH2:22]1>CC(C)=O.C(OC)(C)(C)C.O1CCOCC1.C(#N)C.C(O)C.CO.[N+](C)([O-])=O.C(C(C)=O)C.C(C(C)=O)C(C)C>[C:15]([O:6][CH:5]([CH3:7])[CH3:4])(=[O:17])[CH3:16].[C:14]1([O:21][CH3:22])[CH:13]=[CH:12][CH:11]=[CH:10][CH:9]=1 |f:0.1,2.3|. Procedure: In some embodiments, Form A was obtained from ethyl acetate, isopropyl acetate, tetrahydrofuran, methyl isobutyl ketone (MIBK), methyl ethyl ketone (MEK), nitromethane, methanol, ethanol, acetonitrile, dioxane, methyl tert-butyl ether (MTBE), anisole, acetone, heptanes, a methanol/water mixture or an acetone/heptane mixture. In some embodiments, Form A was obtained from ethyl acetate, isopropyl acetate, tetrahydrofuran, methyl isobutyl ketone (MIBK), methyl ethyl ketone (MEK), nitromethane, meth...